From a dataset of the Open Reaction Database (ORD), a public repository of structured organic reaction records. describe an organic reaction: reactants, conditions, products, and yield Reactants: C(C)(C)(C)NS(=O)(=O)C=1C(=CC=CC1)C1=CC(=C(C=C1)B1OC(C(O1)(C)C)(C)C)F (N-(tert-butyl)-3′-fluoro-4′-(4,4,5,5-tetramethyl-1,3,2-dioxaborolan-2-yl)-[1,1′-biphenyl]-2-sulfonamide), BrC=1N=CC2=C(N1)NC=C2 (2-bromo-7H-pyrrolo[2,3-d]pyrimidine). Product: C(C)(C)(C)NS(=O)(=O)C=1C(=CC=CC1)C1=CC(=C(C=C1)C=1N=CC2=C(N1)NC=C2)F (N-tert-Butyl-3′-fluoro-4′-(7H-pyrrolo[2,3-d]pyrimidin-2-yl)biphenyl-2-sulfonamide). As a reaction SMILES: [C:1]([NH:5][S:6]([C:9]1[C:10]([C:15]2[CH:20]=[CH:19][C:18](B3OC(C)(C)C(C)(C)O3)=[C:17]([F:30])[CH:16]=2)=[CH:11][CH:12]=[CH:13][CH:14]=1)(=[O:8])=[O:7])([CH3:4])([CH3:3])[CH3:2].Br[C:32]1[N:33]=[CH:34][C:35]2[CH:40]=[CH:39][NH:38][C:36]=2[N:37]=1>>[C:1]([NH:5][S:6]([C:9]1[C:10]([C:15]2[CH:20]=[CH:19][C:18]([C:32]3[N:33]=[CH:34][C:35]4[CH:40]=[CH:39][NH:38][C:36]=4[N:37]=3)=[C:17]([F:30])[CH:16]=2)=[CH:11][CH:12]=[CH:13][CH:14]=1)(=[O:8])=[O:7])([CH3:4])([CH3:2])[CH3:3]. Procedure: The title compound was prepared in a manner similar to that described in Example 444 using N-(tert-butyl)-3′-fluoro-4′-(4,4,5,5-tetramethyl-1,3,2-dioxaborolan-2-yl)-[1,1′-biphenyl]-2-sulfonamide and 2-bromo-7H-pyrrolo[2,3-d]pyrimidine. MS (ESI): mass calcd. for C22H21FN4O2S, 424.14; m/z found, 425.2 [M+H]+. 1H NMR (400 MHz, CD3OD) δ 9.31 (s, 1H), 8.82 (s, 1H), 8.15 (m, 1H), 7.90 (d, J=3.6, 1H), 7.68 (d, J=7.5, 1H), 7.63 (d, J=6.3, 1H), 7.50 (s, 1H), 7.42 (d, J=7.1, 1H), 7.02 (d, J=3.6, 1H), 6.66...